Dataset: the Open Reaction Database (ORD), a public repository of structured organic reaction records. Task: describe an organic reaction: reactants, conditions, products, and yield Starting materials: O=C([O-])[O-], CCOC(=O)c1c[nH]nc1N, Cc1ccccc1, BrC1CCCCC1, [K+], [K+], [Na+], [OH-]. As a reaction SMILES: [C:19](=[O:20])([O-:21])[O-:22].[CH2:1]([CH3:2])[O:3][C:4](=[O:5])[c:6]1[c:7]([NH2:11])[n:8][nH:9][cH:10]1.[CH3:27][c:28]1[cH:29][cH:30][cH:31][cH:32][cH:33]1.[CH:12]1([Br:18])[CH2:13][CH2:14][CH2:15][CH2:16][CH2:17]1.[K+:23].[K+:24].[Na+:26].[OH-:25]>>[CH2:1]([CH3:2])[O:3][C:4](=[O:5])[c:6]1[c:7]([NH2:11])[n:8]([CH:12]2[CH2:13][CH2:14][CH2:15][CH2:16][CH2:17]2)[n:9][cH:10]1. The product is CCOC(=O)c1cnn(C2CCCCC2)c1N. The reactants are C1(=CC=CC=C1)CCNC1CCC(CC1)=O (4-[(2-phenylethyl)amino]cyclohexanone), N1CCCC1 (pyrrolidine), CCO (EtOH). Yields the product C(C)(=O)C=1C=C2C(=CNC2=CC1)C1=CCC(CC1)NCCC1=CC=CC=C1 (5-Acetyl-3-[[4-[(2-phenylethyl)amino]]-1-cyclohexen-1-yl]-1H-indole). Yield: 96.0%. Reaction SMILES: [C:1]1([CH2:7][CH2:8][NH:9][CH:10]2[CH2:15][CH2:14][C:13](=O)[CH2:12][CH2:11]2)[CH:6]=[CH:5][CH:4]=[CH:3][CH:2]=1.[NH:17]1[CH2:21][CH2:20][CH2:19][CH2:18]1.[CH3:22][CH2:23][OH:24]>>[C:23]([C:13]1[CH:12]=[C:11]2[C:10](=[CH:15][CH:14]=1)[NH:9][CH:8]=[C:7]2[C:1]1[CH2:6][CH2:5][CH:4]([NH:17][CH2:21][CH2:20][C:19]2[CH:3]=[CH:2][CH:1]=[CH:6][CH:18]=2)[CH2:3][CH:2]=1)(=[O:24])[CH3:22]. Reported procedure: 5-Acetyl-1-H-indole1 (3.18 g, 0.02 mol), 4-[(2-phenylethyl)amino]cyclohexanone (5.2 g, 0.024 mol) and pyrrolidine (5 mL) were dissolved in EtOH (30 mL) and refluxed for 48 h. The solvent was removed in vacuo. Silica gel chromatography (20-100% EtOAc gradient in hexane followed by 5-20% MeOH gradient in EtOAc) of the residue yielded the product (6.93 g, 96%). Treatment of this material with fumaric acid in MeOH afforded the fumarate salt which was recrystallized from MeOH/EtOAc (2.6 g, 30.5%): mp... Reaction SMILES: Br[C:2]1[CH:16]=[C:15]([N+:17]([O-:19])=[O:18])[CH:14]=[CH:13][C:3]=1[O:4][CH2:5][C:6]1[CH:11]=[CH:10][CH:9]=[C:8]([F:12])[CH:7]=1.[C:20]([Si:22]([CH:29]([CH3:31])[CH3:30])([CH:26]([CH3:28])[CH3:27])[CH:23]([CH3:25])[CH3:24])#[CH:21].N1CCCC1>CN(C=O)C.Cl[Pd](Cl)([P](C1C=CC=CC=1)(C1C=CC=CC=1)C1C=CC=CC=1)[P](C1C=CC=CC=1)(C1C=CC=CC=1)C1C=CC=CC=1.[Cu]I>[F:12][C:8]1[CH:7]=[C:6]([CH:11]=[CH:10][CH:9]=1)[CH2:5][O:4][C:3]1[CH:13]=[CH:14][C:15]([N+:17]([O-:19])=[O:18])=[CH:16][C:2]=1[C:21]#[C:20][Si:22]([CH:23]([CH3:25])[CH3:24])([CH:29]([CH3:31])[CH3:30])[CH:26]([CH3:28])[CH3:27].[F:12][C:8]1[CH:7]=[C:6]([CH:11]=[CH:10][CH:9]=1)[CH2:5][O:4][C:3]1[CH:13]=[CH:14][C:15]([NH2:17])=[CH:16][C:2]=1[C:21]#[C:20][Si:22]([CH:23]([CH3:25])[CH3:24])([CH:29]([CH3:31])[CH3:30])[CH:26]([CH3:28])[CH3:27] |^1:44,63|. Conditions: temperature 80 celsius. The solvent is CN(C)C=O (DMF). Product: FC=1C=C(COC2=C(C=C(C=C2)[N+](=O)[O-])C#C[Si](C(C)C)(C(C)C)C(C)C)C=CC1 ((2-(2-(3-fluorobenzyloxy)-5-nitrophenyl)ethynyl)triisopropylsilane), FC=1C=C(COC2=C(C=C(C=C2)N)C#C[Si](C(C)C)(C(C)C)C(C)C)C=CC1 (4-(3-fluorobenzyloxy)-3-(2-(triisopropylsilyl)ethynyl)benzenamine). The reagents and catalysts are Cl[Pd]([P](C1=CC=CC=C1)(C2=CC=CC=C2)C3=CC=CC=C3)([P](C4=CC=CC=C4)(C5=CC=CC=C5)C6=CC=CC=C6)Cl (Pd(PPh3)2Cl2), [Cu]I (CuI). The reactants are BrC1=C(OCC2=CC(=CC=C2)F)C=CC(=C1)[N+](=O)[O-] (1-((2-bromo-4-nitrophenoxy)methyl)-3-fluorobenzene), C(#C)[Si](C(C)C)(C(C)C)C(C)C (ethynyltriisopropylsilane), N1CCCC1 (pyrrolidine). Reported procedure: To a solution of 1-((2-bromo-4-nitrophenoxy)methyl)-3-fluorobenzene (1 g), ethynyltriisopropylsilane (1.032 mL), pyrrolidine (0.3 mL) in DMF (20 mL) was added Pd(PPh3)2Cl2 (501 mg), CuI (117 mg) and the mixture was heated at 80° C. overnight. The solvent was removed, the residue was purified by flash chromatography, eluting with 10% EtOAc in hexane to give the desired product (2-(2-(3-fluorobenzyloxy)-5-nitrophenyl)ethynyl)triisopropylsilane (compound 23.1, 472 mg) and 4-(3-fluorobenzyloxy)-3-(2... The reactants are BrC1=C(C2=CC=CC=C2CC1)C=O (2-bromo-3,4-dihydro-1-napthaldehyde), C(#N)C1=C(C(=O)C(=C(C1=O)Cl)Cl)C#N (DDQ). Solvent: C1(=CC=CC=C1)C (toluene). The product is BrC1=C(C2=CC=CC=C2C=C1)C=O (2-bromo-1-napthaldehyde). The yield is 95.0%. RXN SMILES: [Br:1][C:2]1[CH2:11][CH2:10][C:9]2[C:4](=[CH:5][CH:6]=[CH:7][CH:8]=2)[C:3]=1[CH:12]=[O:13].C(C1C(=O)C(Cl)=C(Cl)C(=O)C=1C#N)#N>C1(C)C=CC=CC=1>[Br:1][C:2]1[CH:11]=[CH:10][C:9]2[C:4](=[CH:5][CH:6]=[CH:7][CH:8]=2)[C:3]=1[CH:12]=[O:13]. Procedure details: 2-Bromo-6,7-dimethoxy-1-napthaldehyde (10). Dimethylformamide (3.0 g, 41 mmol) was added dropwise to solution of phosphorus tribromide (3.3 mL, 35 mmol) in dry chloroform (50 mL) at 0° C. The mixture was stirred at 0° C. for 1 h to give pale yellow suspension. A solution of compound 8 (2.0 g, 9.7 mmol) in chloroform was added to the yellow suspension and the mixture was heated at reflux for 1 h. The reaction mixture was cooled to 0° C. and saturated aqueous NaHCO3 solution was added dropwise unt...